From a dataset of the Open Reaction Database (ORD), a public repository of structured organic reaction records. describe an organic reaction: reactants, conditions, products, and yield Conditions: temperature 150 celsius. Procedure: To a solution of 3-amino-N-{3-[(2,5-dichloropyrimidin-4-yl)amino]benzyl}benzamide (80.0 mg, 0.206 mmol) in 2-methoxyethanol (1.1 mL) was added 4.0 M of hydrogen chloride in 1,4-dioxane (154 μL). The resulting mixture was heated at 150° C. in a microwave for 15 min. The cloudy mixture was filtered. The crude cake was recrystallized from MeOH to give the desired product as an off-white powder (25 mg, 34%). LCMS for C18H14ClN5O (M+H)+: m/z=352.0. 1H NMR (400 MHz, DMSO-d6): δ 10.06 (s, 1H), 9.50 (t,... The solvent is COCCO (2-methoxyethanol), O1CCOCC1 (1,4-dioxane). Starting materials: NC=1C=C(C(=O)NCC2=CC(=CC=C2)NC2=NC(=NC=C2Cl)Cl)C=CC1 (3-amino-N-{3-[(2,5-dichloropyrimidin-4-yl)amino]benzyl}benzamide), Cl (hydrogen chloride). Yields the product Cl.ClC=1C=NC=2NC=3C=CC=C(C(NCC4=CC=CC(NC1N2)=C4)=O)C3 (6-Chloro-2,4,8,15,23-pentaazatetracyclo[15.3.1.1(3,7).1(9,13)]tricosa-1(21),3(23),4,6,9(22),10,12,17,19-nonaen-16-one hydrochloride). RXN SMILES: [NH2:1][C:2]1[CH:3]=[C:4]([CH:24]=[CH:25][CH:26]=1)[C:5]([NH:7][CH2:8][C:9]1[CH:14]=[CH:13][CH:12]=[C:11]([NH:15][C:16]2[C:21]([Cl:22])=[CH:20][N:19]=[C:18](Cl)[N:17]=2)[CH:10]=1)=[O:6].Cl>COCCO.O1CCOCC1>[ClH:22].[Cl:22][C:21]1[CH:20]=[N:19][C:18]2[NH:1][C:2]3[CH:26]=[CH:25][CH:24]=[C:4]([CH:3]=3)[C:5](=[O:6])[NH:7][CH2:8][C:9]3[CH:10]=[C:11]([NH:15][C:16]=1[N:17]=2)[CH:12]=[CH:13][CH:14]=3 |f:4.5|. The yield is 62.5%. The reactants are CCOC(=O)CCCCC(C=Cc1ccccc1O)CCc1ccc(C#N)cc1, CC(C)(C)c1ccc(CBr)cc1, O=C([O-])[O-], CC#N, [K+], [K+]. Yields the product CCOC(=O)CCCCC(C=Cc1ccccc1OCc1ccc(C(C)(C)C)cc1)CCc1ccc(C#N)cc1. Reaction SMILES: [C:1](#[N:2])[c:3]1[cH:4][cH:5][c:6]([CH2:9][CH2:10][CH:11]([CH2:12][CH2:13][CH2:14][CH2:15][C:16](=[O:17])[O:18][CH2:19][CH3:20])[CH:21]=[CH:22][c:23]2[c:24]([OH:29])[cH:25][cH:26][cH:27][cH:28]2)[cH:7][cH:8]1.[C:30]([CH3:31])([CH3:32])([CH3:33])[c:34]1[cH:35][cH:36][c:37]([CH2:38][Br:39])[cH:40][cH:41]1.[C:42](=[O:43])([O-:44])[O-:45].[CH3:48][C:49]#[N:50].[K+:46].[K+:47]>>[C:1](#[N:2])[c:3]1[cH:4][cH:5][c:6]([CH2:9][CH2:10][CH:11]([CH2:12][CH2:13][CH2:14][CH2:15][C:16](=[O:17])[O:18][CH2:19][CH3:20])[CH:21]=[CH:22][c:23]2[c:24]([O:29][CH2:38][c:37]3[cH:36][cH:35][c:34]([C:30]([CH3:31])([CH3:32])[CH3:33])[cH:41][cH:40]3)[cH:25][cH:26][cH:27][cH:28]2)[cH:7][cH:8]1. Starting materials: Cl.Cl.C1(CCCCC1)NC1=NC(N(C12CC[NH2+]CC2)C2=CC(=CC=C2)F)=O (4-(cyclohexylamino)-1-(3-fluorophenyl)-2-oxo-1,3-diaza-8-azoniaspiro[4.5]dec-3-ene dihydrochloride), C(=O)C=1C=C(C=CC1)B(O)O (3-formylphenylboronic acid), CCN(C(C)C)C(C)C (DIEA), C(#N)[BH3-] (cyanoborohydride). The solvent is C1CCOC1.CC(=O)O (THF AcOH). Run at time 24 hour. The product is C1(CCCCC1)NC1=NC(N(C12CCN(CC2)CC=2C=C(C=CC2)B(O)O)C2=CC(=CC=C2)F)=O (3-{[4-(cyclohexylamino)-1-(3-fluorophenyl)-2-oxo-1,3,8-triazaspiro[4.5]dec-3-en-8-yl]methyl}phenylboronic acid). As a reaction SMILES: Cl.Cl.[CH:3]1([NH:9][C:10]2[C:14]3([CH2:19][CH2:18][NH2+:17][CH2:16][CH2:15]3)[N:13]([C:20]3[CH:25]=[CH:24][CH:23]=[C:22]([F:26])[CH:21]=3)[C:12](=[O:27])[N:11]=2)[CH2:8][CH2:7][CH2:6][CH2:5][CH2:4]1.[CH:28]([C:30]1[CH:31]=[C:32]([B:36]([OH:38])[OH:37])[CH:33]=[CH:34][CH:35]=1)=O.CCN(C(C)C)C(C)C.C([BH3-])#N>C1COCC1.CC(O)=O>[CH:3]1([NH:9][C:10]2[C:14]3([CH2:15][CH2:16][N:17]([CH2:28][C:30]4[CH:31]=[C:32]([B:36]([OH:38])[OH:37])[CH:33]=[CH:34][CH:35]=4)[CH2:18][CH2:19]3)[N:13]([C:20]3[CH:25]=[CH:24][CH:23]=[C:22]([F:26])[CH:21]=3)[C:12](=[O:27])[N:11]=2)[CH2:4][CH2:5][CH2:6][CH2:7][CH2:8]1 |f:0.1.2,6.7|. Reported procedure: To a solution of 3.0 g (7.188 mmol) 4-(cyclohexylamino)-1-(3-fluorophenyl)-2-oxo-1,3-diaza-8-azoniaspiro[4.5]dec-3-ene dihydrochloride in 30 mL THF:AcOH (9:1) was added 1.8 g (12.005 mmol) 3-formylphenylboronic acid and 5.53 g (21.567 mmol) PS-DIEA resin and 5.97 g (14.388 mmol) MP-cyanoborohydride resin. The heterogeneous reaction mixture was stirred at rt for 24 hrs, then filtered, washed with 100 mL methanol, and concentrated. Purification by automated flash chromatography (8-30% CH3CN/H2O ov... The reactants are CNCC(=O)O (N-methyl glycine), C1CN(CCN(CCN(CCN1CC(=O)O)CC(=O)O)CC(=O)O)CC(=O)O.OC(=O)CCCC[C@@H]1SC[C@@H]2NC(=O)N[C@H]12 (DOTA biotin), CNCC(=O)O (N-methyl-glycine), C1CN(CCN(CCN(CCN1CC(=O)O)CC(=O)O)CC(=O)O)CC(=O)O.OC(=O)CCCC[C@@H]1SC[C@@H]2NC(=O)N[C@H]12 (DOTA biotin), N[C@H](C)C(=O)O (D-alanine), biotin-NHS ester. Solvent: CN(C)C=O (DMF), C(C)N(CC)CC (triethylamine). The product is CNCC(=O)C(C(O)=O)CCC[C@@H]1SC[C@@H]2NC(=O)N[C@H]12 (N-methyl glycyl-biotin). RXN SMILES: [CH3:1][NH:2][CH2:3][C:4]([OH:6])=O.C1N(CC(O)=O)CCN(CC(O)=O)CCN(CC(O)=O)CCN(CC(O)=O)C1.[OH:35][C:36]([CH2:38][CH2:39][CH2:40][CH2:41][C@H:42]1[C@@H:50]2[C@@H:45]([NH:46][C:47]([NH:49]2)=[O:48])[CH2:44][S:43]1)=[O:37].N[C@@H](C(O)=O)C>CN(C=O)C.C(N(CC)CC)C>[CH3:1][NH:2][CH2:3][C:4]([CH:38]([CH2:39][CH2:40][CH2:41][C@H:42]1[C@@H:50]2[C@@H:45]([NH:46][C:47]([NH:49]2)=[O:48])[CH2:44][S:43]1)[C:36](=[O:35])[OH:37])=[O:6] |f:1.2|. Procedure details: The N-methyl glycine-linked DOTA-biotin conjugate was prepared by an analogous method to that used to prepare D-alanine-linked DOTA-biotin conjugates. N-methyl-glycine (trivial name sarcosine, available from Sigma Chemical Co.) was condensed with biotin-NHS ester in DMF and triethylamine to obtain N-methyl glycyl-biotin. N-methyl-glycyl biotin was then activated with EDCI and NHS. The resultant NHS ester was not isolated and was condensed in situ with DOTA-aniline and excess pyridine. The reacti... Reactants: O=Cc1ccc(C(=O)O)cc1, CO, [Na+], [OH-], CC(=O)c1ccc2c(c1)C(C)(C)CC=C2c1cccs1. Product: CC1(C)CC=C(c2cccs2)c2ccc(C(=O)C=Cc3ccc(C(=O)O)cc3)cc21. As a reaction SMILES: [C:21](=[O:22])([OH:23])[c:24]1[cH:25][cH:26][c:27]([CH:28]=[O:29])[cH:30][cH:31]1.[CH3:34][OH:35].[Na+:33].[OH-:32].[s:1]1[c:2]([C:6]2=[CH:7][CH2:8][C:9]([CH3:19])([CH3:20])[c:10]3[cH:11][c:12]([C:16]([CH3:17])=[O:18])[cH:13][cH:14][c:15]32)[cH:3][cH:4][cH:5]1>>[s:1]1[c:2]([C:6]2=[CH:7][CH2:8][C:9]([CH3:19])([CH3:20])[c:10]3[cH:11][c:12]([C:16]([CH:17]=[CH:28][c:27]4[cH:26][cH:25][c:24]([C:21](=[O:22])[OH:23])[cH:31][cH:30]4)=[O:18])[cH:13][cH:14][c:15]32)[cH:3][cH:4][cH:5]1. The reactants are Br, CC(=O)O, [Cu]Br, O=N[O-], Nc1n[nH]c(C2CC2)n1, [Na+], [Na+], [Na+], O=C([O-])[O-], O. The product is Brc1n[nH]c(C2CC2)n1. Reaction SMILES: [BrH:10].[CH3:21][C:22](=[O:23])[OH:24].[Cu:26][Br:27].[N:11]([O-:12])=[O:13].[NH2:1][c:2]1[n:3][nH:4][c:5]([CH:7]2[CH2:8][CH2:9]2)[n:6]1.[Na+:14].[Na+:15].[Na+:16].[O-:17][C:18](=[O:19])[O-:20].[OH2:25]>>[c:2]1([Br:10])[n:3][nH:4][c:5]([CH:7]2[CH2:8][CH2:9]2)[n:6]1.